From a dataset of the Open Reaction Database (ORD), a public repository of structured organic reaction records. describe an organic reaction: reactants, conditions, products, and yield Starting materials: C, CO, O=[N+]([O-])c1cc(F)ccc1O, [Pd]. Yields the product Nc1cc(F)ccc1O. RXN SMILES: [C:14].[CH3:12][OH:13].[F:1][c:2]1[cH:3][c:4]([N+:9]([O-:10])=[O:11])[c:5]([OH:8])[cH:6][cH:7]1.[Pd:15]>>[F:1][c:2]1[cH:3][c:4]([NH2:9])[c:5]([OH:8])[cH:6][cH:7]1.